The task is: describe an organic reaction: reactants, conditions, products, and yield. This data is from the Open Reaction Database (ORD), a public repository of structured organic reaction records. Starting materials: ClC=1C=C2C(=NC1)N(C=C2C2=NC=C(C(=N2)N[C@@H]2C[C@@H](CCC2)N2C(CCC2)=O)F)S(=O)(=O)C2=CC=C(C)C=C2 (1-((1R,3S)-3-(2-(5-chloro-1-tosyl-1H-pyrrolo[2,3-b]pyridin-3-yl)-5-fluoropyrimidin-4-ylamino)cyclohexyl)pyrrolidin-2-one), ClC=1C=C2C(=NC1)N(C=C2C2=NC=C(C(=N2)N[C@@H]2C[C@@H](CCC2)N2C(CCC2)=O)F)S(=O)(=O)C2=CC=C(C)C=C2 (1-((1R,3S)-3-(2-(5-chloro-1-tosyl-1H-pyrrolo[2,3-b]pyridin-3-yl)-5-fluoropyrimidin-4-ylamino)cyclohexyl)pyrrolidin-2-one), Cl (HCl). The solvent is CC#N (CH3CN), O1CCOCC1 (dioxane), CC#N (CH3CN). The product is ClC=1C=C2C(=NC1)NC=C2C2=NC=C(C(=N2)N[C@@H]2C[C@@H](CCC2)N2C(CCC2)=O)F (1-((1R,3S)-3-(2-(5-chloro-1H-pyrrolo[2,3-b]pyridin-3-yl)-5-fluoro-pyrimidin-4-ylamino)cyclohexyl)pyrrolidin-2-one). As a reaction SMILES: [Cl:1][C:2]1[CH:3]=[C:4]2[C:10]([C:11]3[N:16]=[C:15]([NH:17][C@H:18]4[CH2:23][CH2:22][CH2:21][C@@H:20]([N:24]5[CH2:28][CH2:27][CH2:26][C:25]5=[O:29])[CH2:19]4)[C:14]([F:30])=[CH:13][N:12]=3)=[CH:9][N:8](S(C3C=CC(C)=CC=3)(=O)=O)[C:5]2=[N:6][CH:7]=1.Cl>CC#N.O1CCOCC1>[Cl:1][C:2]1[CH:3]=[C:4]2[C:10]([C:11]3[N:16]=[C:15]([NH:17][C@H:18]4[CH2:23][CH2:22][CH2:21][C@@H:20]([N:24]5[CH2:28][CH2:27][CH2:26][C:25]5=[O:29])[CH2:19]4)[C:14]([F:30])=[CH:13][N:12]=3)=[CH:9][NH:8][C:5]2=[N:6][CH:7]=1. Procedure details: A mixture of partially purified 1-((1R,3S)-3-(2-(5-chloro-1-tosyl-1H-pyrrolo[2,3-b]pyridin-3-yl)-5-fluoropyrimidin-4-ylamino)cyclohexyl)pyrrolidin-2-one, 45d, (0.105 g, 0.180 mmol) in CH3CN (5 mL) was treated with HCl (2 mL of 4 M, 8.00 mmol) in dioxane at 70° C. After 2H, the mixture was cooled to room temperature. Then CH3CN was added and the solid that precipitated was triturated with more CH3CN (3×). Preparative HPLC provided the desired product as the HCl salt (35 mg). Reactants: C(CCCCCCCCCCC)C=1NC2=CC=C(C=C2C1)C(=O)O (2-(n-dodecyl)indole-5-carboxylic acid), Cl (hydrogen chloride), C(C)O (ethanol), C(C)O (ethanol). Product: C(CCCCCCCCCCC)C=1NC2=CC=C(C=C2C1)C(=O)OCC (ethyl 2-(n-dodecyl)indole-5-carboxylate). RXN SMILES: [CH2:1]([C:13]1[NH:14][C:15]2[C:20]([CH:21]=1)=[CH:19][C:18]([C:22]([OH:24])=[O:23])=[CH:17][CH:16]=2)[CH2:2][CH2:3][CH2:4][CH2:5][CH2:6][CH2:7][CH2:8][CH2:9][CH2:10][CH2:11][CH3:12].Cl.[CH2:26](O)[CH3:27]>>[CH2:1]([C:13]1[NH:14][C:15]2[C:20]([CH:21]=1)=[CH:19][C:18]([C:22]([O:24][CH2:26][CH3:27])=[O:23])=[CH:17][CH:16]=2)[CH2:2][CH2:3][CH2:4][CH2:5][CH2:6][CH2:7][CH2:8][CH2:9][CH2:10][CH2:11][CH3:12]. Procedure details: A solution of 2-(n-dodecyl)indole-5-carboxylic acid (13.8 g) in ethanol (80 ml) containing a solution of hydrogen chloride gas in ethanol (100 ml of strength 39% w/v) was refluxed for 6 hours. The solid which separated on cooling was collected and was recrystallised from ethanol to give ethyl 2-(n-dodecyl)indole-5-carboxylate (11.2 g), in the form of a buff powder, m.p. 77°-79° C. Starting materials: [BH3-]C#N, O=C(O)C(F)(F)F, O=C(O)C1CC(c2ccc(-c3nc4ccc(C5(c6ccccc6)CC5)nc4s3)c(F)c2)CN1, [Na+]. Product: O=C(O)C(F)(F)F, CN1CC(c2ccc(-c3nc4ccc(C5(c6ccccc6)CC5)nc4s3)c(F)c2)CC1C(=O)O. RXN SMILES: [C:41]([BH3-:42])#[N:43].[F:1][C:2]([C:3](=[O:4])[OH:5])([F:6])[F:7].[F:8][c:9]1[cH:10][c:11]([CH:33]2[CH2:34][CH:35]([C:38](=[O:39])[OH:40])[NH:36][CH2:37]2)[cH:12][cH:13][c:14]1-[c:15]1[s:16][c:17]2[n:18][c:19]([C:24]3([c:27]4[cH:28][cH:29][cH:30][cH:31][cH:32]4)[CH2:25][CH2:26]3)[cH:20][cH:21][c:22]2[n:23]1.[Na+:44]>>[F:1][C:2]([C:3](=[O:4])[OH:5])([F:6])[F:7].[F:8][c:9]1[cH:10][c:11]([CH:33]2[CH2:34][CH:35]([C:38](=[O:39])[OH:40])[N:36]([CH3:41])[CH2:37]2)[cH:12][cH:13][c:14]1-[c:15]1[s:16][c:17]2[n:18][c:19]([C:24]3([c:27]4[cH:28][cH:29][cH:30][cH:31][cH:32]4)[CH2:25][CH2:26]3)[cH:20][cH:21][c:22]2[n:23]1. Starting materials: CCOC(=O)c1ccoc1[Si](C)(C)C, CC#N, O, O=S(=O)(Cl)Cl. Yields the product CCOC(=O)c1ccoc1Cl. Reaction SMILES: [CH2:1]([CH3:2])[O:3][C:4](=[O:5])[c:6]1[c:7]([Si:11]([CH3:12])([CH3:13])[CH3:14])[o:8][cH:9][cH:10]1.[CH3:21][C:22]#[N:23].[OH2:20].[S:15]([Cl:16])(=[O:17])([Cl:18])=[O:19]>>[CH2:1]([CH3:2])[O:3][C:4](=[O:5])[c:6]1[c:7]([Cl:18])[o:8][cH:9][cH:10]1. As a reaction SMILES: [CH3:42][CH2:43][O:44][C:45](=[O:46])[CH3:47].[OH:1][CH2:2][CH2:3][S:4](=[O:5])(=[O:6])[c:7]1[cH:8][c:9]([CH:25]2[O:26][CH:27]([c:30]3[cH:31][c:32]([O:40][CH3:41])[c:33]([O:38][CH3:39])[c:34]([O:36][CH3:37])[cH:35]3)[CH2:28][CH2:29]2)[cH:10][c:11]([O:17][CH2:18][c:19]2[cH:20][cH:21][cH:22][cH:23][cH:24]2)[c:12]1[O:13][CH2:14][CH2:15][CH3:16]>>[OH:1][CH2:2][CH2:3][S:4](=[O:5])(=[O:6])[c:7]1[cH:8][c:9]([CH:25]2[O:26][CH:27]([c:30]3[cH:31][c:32]([O:40][CH3:41])[c:33]([O:38][CH3:39])[c:34]([O:36][CH3:37])[cH:35]3)[CH2:28][CH2:29]2)[cH:10][c:11]([OH:17])[c:12]1[O:13][CH2:14][CH2:15][CH3:16]. Reactants: CCOC(C)=O, CCCOc1c(OCc2ccccc2)cc(C2CCC(c3cc(OC)c(OC)c(OC)c3)O2)cc1S(=O)(=O)CCO. Product: CCCOc1c(O)cc(C2CCC(c3cc(OC)c(OC)c(OC)c3)O2)cc1S(=O)(=O)CCO. The reactants are C(=O)(O)C1(OC1C)C(=O)OCC (Ethyl 2-carboxy-3-methyloxiranecarboxylate), BrC1=CC(=C(N)C=C1)C (4-bromo-2-methylaniline), C1(CCCCC1)N=C=NC1CCCCC1 (1,3-dicyclohexylcarbodiimide). Yields the product BrC1=CC(=C(C=C1)NC(=O)C1(OC1C)C(=O)OCC)C (N-(4-bromo-2-methylphenyl)-2-ethoxycarbonyl-3-methyloxiranecarboxamide). Yield: 46.7%. RXN SMILES: [C:1]([C:4]1([C:8]([O:10][CH2:11][CH3:12])=[O:9])[CH:6]([CH3:7])[O:5]1)([OH:3])=O.[Br:13][C:14]1[CH:20]=[CH:19][C:17]([NH2:18])=[C:16]([CH3:21])[CH:15]=1.C1(N=C=NC2CCCCC2)CCCCC1>>[Br:13][C:14]1[CH:20]=[CH:19][C:17]([NH:18][C:1]([C:4]2([C:8]([O:10][CH2:11][CH3:12])=[O:9])[CH:6]([CH3:7])[O:5]2)=[O:3])=[C:16]([CH3:21])[CH:15]=1. Procedure details: Ethyl 2-carboxy-3-methyloxiranecarboxylate (5.09 grams, 0.03 mole), prepared in Part B, 4-bromo-2-methylaniline (5.44 grams, 0.03 mole) and 1,3-dicyclohexylcarbodiimide (6.03 grams, 0.03 mole) were reacted in a manner similar to that described in Example LVII to give 4.72 grams (0.014 mole) of N-(4-bromo-2-methylphenyl)-2-ethoxycarbonyl-3-methyloxiranecarboxamide having a melting point of 57° C.-60° C. Reactants: NC(CC)C1(CCC(CC1)O)C(F)(F)F (4-(1-Amino-propyl)-4-trifluoromethyl-cyclohexanol), C1(=CC=CC=C1)P(C1=CC=CC=C1)C1=CC=CC=C1 (triphenylphosphin), C(C)(C)N(C(C)C)CC (N,N-diisopropylethylamine), ClC1=C(C=C2C=CN=C(C2=C1)OC)O (7-chloro-6-hydroxy-1-methoxyisoquinoline), N(=NC(=O)OCC)C(=O)OCC (diethyl azodicarboxylate). Solvent: C1CCOC1 (THF), C(Cl)Cl (CH2Cl2). Reaction conditions: temperature 0 celsius, time 16 hour. The product is C(CCC)OC.CCCCCCC (butylmethyl ether n-heptane), ClC1=C(C=C2C=CN=C(C2=C1)OC)OC1CCC(CC1)(C(F)(F)F)C(CC)N (1-[4-(7-Chloro-1-methoxy-isoquinolin-6-yloxy)-1-trifluoromethyl-cyclohexyl]-propylamine). Yield: 21.9%. As a reaction SMILES: [NH2:1][CH:2]([C:5]1([C:12]([F:15])([F:14])[F:13])[CH2:10][CH2:9][CH:8]([OH:11])[CH2:7][CH2:6]1)[CH2:3][CH3:4].C1(P(C2C=CC=CC=2)C2C=CC=CC=2)C=CC=CC=1.C(N(CC)C(C)C)(C)C.[Cl:44][C:45]1[CH:54]=[C:53]2[C:48]([CH:49]=[CH:50][N:51]=[C:52]2[O:55][CH3:56])=[CH:47][C:46]=1O.N(C(OCC)=O)=NC(OCC)=O>C(Cl)Cl.C1COCC1>[CH2:52]([O:55][CH3:56])[CH2:53][CH2:48][CH3:47].[CH3:4][CH2:3][CH2:2][CH2:5][CH2:6][CH2:7][CH3:8].[Cl:44][C:45]1[CH:54]=[C:53]2[C:48]([CH:49]=[CH:50][N:51]=[C:52]2[O:55][CH3:56])=[CH:47][C:46]=1[O:11][CH:8]1[CH2:9][CH2:10][C:5]([CH:2]([NH2:1])[CH2:3][CH3:4])([C:12]([F:13])([F:14])[F:15])[CH2:6][CH2:7]1 |f:7.8|. Reported procedure: 790 mg (3.51 mmol) of 4-(1-Amino-propyl)-4-trifluoromethyl-cyclohexanol (74) were dissolved using 8.0 ml of anhydrous THF. 1.20 g (4.56 mmol) of triphenylphosphin, 0.58 ml (3.51 mmol) of N,N-diisopropylethylamine, and 735 mg (3.51 mmol) of 7-chloro1-methoxy-isoquinolin-6-ol (81) were added and the mixture cooled to 0° C. At this temperature, 0.83 ml (5.26 mmol) of diethyl azodicarboxylate were added and the mixture stirred for 16 h at ambient temperature. Afterwards, the mixture was diluted with...